describe an organic reaction: reactants, conditions, products, and yield From a dataset of the Open Reaction Database (ORD), a public repository of structured organic reaction records. The reactants are ClC=1C=CC(=NC1)COC1=CC(NN=C1)=O (5-(5-chloro-pyridin-2-ylmethoxy)-2H-pyridazin-3-one), FC1=CC=C(COC2=CC(N(N=C2)C2OCCCC2)=O)C=C1 (5-(4-Fluoro-benzyloxy)-2-(tetrahydro-pyran-2-yl)-2H-pyridazin-3-one). Yields the product FC1=CC=C(COC2=CC(NN=C2)=O)C=C1 (5-(4-Fluoro-benzyloxy)-2H-pyridazin-3-one). Reaction SMILES: ClC1C=CC(COC2C=NNC(=O)C=2)=NC=1.[F:17][C:18]1[CH:38]=[CH:37][C:21]([CH2:22][O:23][C:24]2[CH:29]=[N:28][N:27](C3CCCCO3)[C:26](=[O:36])[CH:25]=2)=[CH:20][CH:19]=1>>[F:17][C:18]1[CH:19]=[CH:20][C:21]([CH2:22][O:23][C:24]2[CH:29]=[N:28][NH:27][C:26](=[O:36])[CH:25]=2)=[CH:37][CH:38]=1. Reported procedure: 5-(4-Fluoro-benzyloxy)-2H-pyridazin-3-one is prepared following preparation 18b from 10.5 g (34.5 mmol) 5-(4-fluoro-benzyloxy)-2-(tetrahydro-pyran-2-yl)-2H-pyridazin-3-one (preparation 26a). The reactants are ClC1=C(C=C(C(=C1)F)N)OC(OC1=C(C=C(C(=C1)N)F)Cl)=O (bis(2-chloro-4-fluoro-5-aminophenyl)carbonate), C([O-])([O-])=O.[K+].[K+] (potassium carbonate), ClC(=O)OC (methyl chloroformate), CC(=O)C (acetone), CC(=O)C (acetone). Reaction conditions: temperature 60 celsius. Product: ClC1=C(C=C(C(=C1)F)NC(=O)OC)OC(OC1=C(C=C(C(=C1)NC(=O)OC)F)Cl)=O (bis(2-chloro-4-fluoro-5-methoxycarbonylaminophenyl)carbonate). Yield: 88.2%. RXN SMILES: [Cl:1][C:2]1[CH:7]=[C:6]([F:8])[C:5]([NH2:9])=[CH:4][C:3]=1[O:10][C:11](=[O:22])[O:12][C:13]1[CH:18]=[C:17]([NH2:19])[C:16]([F:20])=[CH:15][C:14]=1[Cl:21].[C:23](=[O:26])([O-:25])[O-].[K+].[K+].Cl[C:30]([O:32][CH3:33])=[O:31].[CH3:34]C(C)=O>>[Cl:1][C:2]1[CH:7]=[C:6]([F:8])[C:5]([NH:9][C:23]([O:25][CH3:34])=[O:26])=[CH:4][C:3]=1[O:10][C:11](=[O:22])[O:12][C:13]1[CH:18]=[C:17]([NH:19][C:30]([O:32][CH3:33])=[O:31])[C:16]([F:20])=[CH:15][C:14]=1[Cl:21] |f:1.2.3|. Procedure details: Dry acetone (1500 ml) was added to a mixture comprising bis(2-chloro-4-fluoro-5-aminophenyl)carbonate (233 g, 0.68 mol) and potassium carbonate (188 g, 1.36 mol), and methyl chloroformate (126 g, 1.33 mol) was dropwise added to the resulting solution, and the mixture was heated at 60° C. for 4 hours with stirring. After reaction, acetone was removed by distillation under reduced pressure, acetic acid was added so that the reaction mixture was made acidic, and thereafter the acidic mixture was po... Reactants: O1C2=C(OCC1)C=C(C=C2)C(C)=O (1-(2,3-dihydrobenzo[b][1,4]dioxin-6-yl)ethanone), Cl.CNC (dimethylamine hydrochloride), C=O (paraformaldehyde). The reagents and catalysts are Cl (HCl). Solvent: C(C)O (ethanol). Yields the product O1C2=C(OCC1)C=C(C=C2)C(CCN(C)C)=O (1-(2,3-dihydrobenzo[b][1,4]dioxin-6-yl)-3-(dimethylamino)propan-1-one). Isolated yield 82.0%. RXN SMILES: [O:1]1[CH2:6][CH2:5][O:4][C:3]2[CH:7]=[C:8]([C:11](=[O:13])[CH3:12])[CH:9]=[CH:10][C:2]1=2.Cl.[CH3:15][NH:16][CH3:17].[CH2:18]=O>Cl.C(O)C>[O:1]1[CH2:6][CH2:5][O:4][C:3]2[CH:7]=[C:8]([C:11](=[O:13])[CH2:12][CH2:15][N:16]([CH3:18])[CH3:17])[CH:9]=[CH:10][C:2]1=2 |f:1.2|. Procedure: A solution of 1-(2,3-dihydrobenzo[b][1,4]dioxin-6-yl)ethanone (XV) (11 mmol), dimethylamine hydrochloride (14 mmol), paraformaldehyde (16 mmol) and 12 N HCl (2 drops) in ethanol (5 mL) was refluxed overnight. The solution was cooled to room temperature and the ethanol was evaporated under vacuum. The residue was treated with ethyl acetate, heated slightly and sonicated to disperse into fine particles. The solids were filtered and dried at room temperature to produce 1-(2,3-dihydrobenzo[b][1,4]di... Starting materials: CC(=O)O, Cn1cnc(S(=O)(=O)Cl)c1, O=C1N(c2ccc(OC(F)(F)F)cc2)CCC12CCNCC2. Product: Cn1cnc(S(=O)(=O)N2CCC3(CCN(c4ccc(OC(F)(F)F)cc4)C3=O)CC2)c1. As a reaction SMILES: [C:1]([OH:2])(=[O:3])[CH3:4].[CH3:27][n:28]1[cH:29][n:30][c:31]([S:33](=[O:34])(=[O:35])[Cl:36])[cH:32]1.[F:5][C:6]([O:7][c:8]1[cH:9][cH:10][c:11]([N:14]2[C:15](=[O:24])[C:16]3([CH2:17][CH2:18]2)[CH2:19][CH2:20][NH:21][CH2:22][CH2:23]3)[cH:12][cH:13]1)([F:25])[F:26]>>[F:5][C:6]([O:7][c:8]1[cH:9][cH:10][c:11]([N:14]2[C:15](=[O:24])[C:16]3([CH2:17][CH2:18]2)[CH2:19][CH2:20][N:21]([S:33]([c:31]2[n:30][cH:29][n:28]([CH3:27])[cH:32]2)(=[O:34])=[O:35])[CH2:22][CH2:23]3)[cH:12][cH:13]1)([F:25])[F:26]. Reactants: [BH4-], O=C([O-])c1ccccc1C(=O)OCCc1ccccc1, CO, O=C(Cl)C(=O)Cl, [K+], [Na+], O=S(=O)([O-])O. Yields the product O=C(OCCc1ccccc1)c1ccccc1CO. As a reaction SMILES: [BH4-:27].[C:1]([c:2]1[c:3]([C:4](=[O:5])[O-:6])[cH:7][cH:8][cH:9][cH:10]1)(=[O:11])[O:12][CH2:13][CH2:14][c:15]1[cH:16][cH:17][cH:18][cH:19][cH:20]1.[CH3:35][OH:36].[Cl:21][C:22]([C:23]([Cl:24])=[O:25])=[O:26].[K+:34].[Na+:28].[S:29](=[O:30])(=[O:31])([OH:32])[O-:33]>>[C:1]([c:2]1[c:3]([CH2:4][OH:5])[cH:7][cH:8][cH:9][cH:10]1)(=[O:11])[O:12][CH2:13][CH2:14][c:15]1[cH:16][cH:17][cH:18][cH:19][cH:20]1. The reactants are C(C=C)C1=C(C(=C(C(=C1)[N+](=O)[O-])Cl)[N+](=O)[O-])C (4-allyl-3-methyl-2,6-dinitrochlorobenzene), C=1(C(=CC=CC1)C)C (xylene), CCC(CCC)N (3-hexylamine), O (water). The product is CCC(CCC)NC1=C(C(=C(C=C1[N+](=O)[O-])CC=C)C)[N+](=O)[O-] (N-(3-Hexyl)-4-allyl-3-methyl-2,6-dinitroaniline). Reaction SMILES: [CH2:1]([C:4]1[CH:9]=[C:8]([N+:10]([O-:12])=[O:11])[C:7](Cl)=[C:6]([N+:14]([O-:16])=[O:15])[C:5]=1[CH3:17])[CH:2]=[CH2:3].C1(C)C(C)=CC=CC=1.O.[CH3:27][CH2:28][CH:29]([NH2:33])[CH2:30][CH2:31][CH3:32]>>[CH3:27][CH2:28][CH:29]([NH:33][C:7]1[C:8]([N+:10]([O-:12])=[O:11])=[CH:9][C:4]([CH2:1][CH:2]=[CH2:3])=[C:5]([CH3:17])[C:6]=1[N+:14]([O-:16])=[O:15])[CH2:30][CH2:31][CH3:32]. Procedure: One equivalent of 4-allyl-3-methyl-2,6-dinitrochlorobenzene is dissolved in three volumes of xylene containing two equivalents of 3-hexylamine. The mixture is refluxed for 5 hours and then poured into water. The organic phase is washed with 5% hydrochloric acid and then water, dried over calcium sulfate, and removed in vacuo to leave the above-named product. The product is Cc1cccnc1C(=O)NC(C)(C)C. Starting materials: CC(C)(C)O, Cc1cccnc1C#N, Cc1ccccc1, N, O, O=S(=O)(O)O. Reaction SMILES: [C:16]([CH3:17])([CH3:18])([CH3:19])[OH:20].[C:1](#[N:2])[c:3]1[n:4][cH:5][cH:6][cH:7][c:8]1[CH3:9].[CH3:22][c:23]1[cH:24][cH:25][cH:26][cH:27][cH:28]1.[NH3:15].[OH2:21].[S:10]([OH:11])(=[O:12])(=[O:13])[OH:14]>>[C:1]([NH:2][C:16]([CH3:17])([CH3:18])[CH3:19])([c:3]1[n:4][cH:5][cH:6][cH:7][c:8]1[CH3:9])=[O:11].